From a dataset of the Open Reaction Database (ORD), a public repository of structured organic reaction records. describe an organic reaction: reactants, conditions, products, and yield Reactants: C(C)(C)(C)OC(=O)N1[C@@H](CC(C1)=NOC)C(=O)O ((2S,4EZ)-1-(tert-butoxycarbonyl)-4-(methoxyimino)-2-pyrrolidinecarboxylic acid), C1(=CC=C(C=C1)C(=O)Cl)C1=CC=CC=C1 ([1,1′-biphenyl]-4-carbonyl chloride), N[C@H]1[C@H](CCCC1)CO ([(1S,2R)-2-aminocyclohexyl]methanol). Yields the product C1(=CC=C(C=C1)C(=O)N1[C@@H](CC(C1)=NOC)C(=O)N[C@H]1[C@H](CCCC1)CO)C1=CC=CC=C1 ((2S,4EZ)-1-([1,1′-biphenyl]-4-ylcarbonyl)-N-[(1R,2S)-2-(hydroxymethyl)-cyclohexyl]-4-(methoxyimino)-2-pyrrolidinecarboxamide). Reaction SMILES: C(O[C:6]([N:8]1[CH2:12][C:11](=[N:13][O:14][CH3:15])[CH2:10][C@H:9]1[C:16]([OH:18])=O)=[O:7])(C)(C)C.[C:19]1([C:28]2[CH:33]=[CH:32][CH:31]=[CH:30][CH:29]=2)[CH:24]=[CH:23][C:22](C(Cl)=O)=[CH:21][CH:20]=1.[NH2:34][C@@H:35]1[CH2:40][CH2:39][CH2:38][CH2:37][C@@H:36]1[CH2:41][OH:42]>>[C:28]1([C:19]2[CH:20]=[CH:21][CH:22]=[CH:23][CH:24]=2)[CH:29]=[CH:30][C:31]([C:6]([N:8]2[CH2:12][C:11](=[N:13][O:14][CH3:15])[CH2:10][C@H:9]2[C:16]([NH:34][C@@H:35]2[CH2:40][CH2:39][CH2:38][CH2:37][C@@H:36]2[CH2:41][OH:42])=[O:18])=[O:7])=[CH:32][CH:33]=1. Procedure: Following the general method as outlined in Example 22, starting from (2S,4EZ)-1-(tert-butoxycarbonyl)-4-(methoxyimino)-2-pyrrolidinecarboxylic acid, [1,1′-biphenyl]-4-carbonyl chloride, and [(1S,2R)-2-aminocyclohexyl]methanol, the title compound was obtained in 63% purity by HPLC. MS(ESI+): m/z=450. Starting materials: FC(C(CC#C)(CCCC)O[Si](C)(C)C)(F)F (4-trifluoromethyl-4-trimethylsiloxy-1-octyne), C(CCC)[SnH](CCCC)CCCC (tri-n-butyl tin hydride). Yields the product FC(C(C/C=C/[Sn](CCCC)(CCCC)CCCC)(CCCC)O[Si](C)(C)C)(F)F (trans-4-Trifluoromethyl-4-trimethylsiloxy-1-tri-n-butylstannyl-1-octene). Reaction SMILES: [F:1][C:2]([F:17])([F:16])[C:3]([O:11][Si:12]([CH3:15])([CH3:14])[CH3:13])([CH2:7][CH2:8][CH2:9][CH3:10])[CH2:4][C:5]#[CH:6].[CH2:18]([SnH:22]([CH2:27][CH2:28][CH2:29][CH3:30])[CH2:23][CH2:24][CH2:25][CH3:26])[CH2:19][CH2:20][CH3:21]>>[F:17][C:2]([F:1])([F:16])[C:3]([O:11][Si:12]([CH3:14])([CH3:15])[CH3:13])([CH2:7][CH2:8][CH2:9][CH3:10])[CH2:4]/[CH:5]=[CH:6]/[Sn:22]([CH2:23][CH2:24][CH2:25][CH3:26])([CH2:27][CH2:28][CH2:29][CH3:30])[CH2:18][CH2:19][CH2:20][CH3:21]. Reported procedure: A stirred mixture of 6.66 g of 4-trifluoromethyl-4-trimethylsiloxy-1-octyne and 26 mg. of azabisisobutyronitrile, under argon, is treated with 6.95 ml. of tri-n-butyl tin hydride, via a syringe. After treatment, a condenser is attached to the reaction vessel and the reaction mixture, under argon, is slowly heated to 130°-135° C. and maintained at that temperature for 1.5 hours. Subsequent fractional distillation of the reaction mixture at approximately 0.07 mm pressure gives the desired product,... The reactants are IC1=C(C=C(N)C=C1)C (4-iodo-3-methylaniline), CCCCCC (hexane), C(C)OC=C(C(=O)OCC)C(=O)OCC (diethyl ethoxymethylenemalonate). Conditions: temperature 130 celsius. Product: IC1=C(C=C(C=C1)NC=C(C(=O)OCC)C(=O)OCC)C (Diethyl {[(4-iodo-3-methylphenyl)amino]methylidene}propanedioate). As a reaction SMILES: [I:1][C:2]1[CH:8]=[CH:7][C:5]([NH2:6])=[CH:4][C:3]=1[CH3:9].CCCCCC.C(O[CH:19]=[C:20]([C:26]([O:28][CH2:29][CH3:30])=[O:27])[C:21]([O:23][CH2:24][CH3:25])=[O:22])C>>[I:1][C:2]1[CH:8]=[CH:7][C:5]([NH:6][CH:19]=[C:20]([C:21]([O:23][CH2:24][CH3:25])=[O:22])[C:26]([O:28][CH2:29][CH3:30])=[O:27])=[CH:4][C:3]=1[CH3:9]. Reported procedure: 4-iodo-3-methylaniline (5.75 g) was suspended in diethyl ethoxymethylenemalonate (5.5 mL). The mixture was heated at 130° C. for 2.5 h. After cooling to ˜90° C., hexane was added and the mixture stirred while cooling to room temperature. The product crystallized out, and was filtered off, washing well with more hexane. The solid was dried in vacuo to yield the title compound as a pale grey powder (7.947 g); 1H NMR δ (CDCl3) 1.33 (3H, t), 1.38 (3H, t), 2.43 (3H, s), 4.25 (2H, q), 4.3 (2H, q), 6.6... Starting materials: OCCC=1C=CC=2C(=NON2)C1 (5-(2-hydroxyethyl) benzofurazan), C(Br)(Br)(Br)Br (carbon tetrabromide), C1(=CC=CC=C1)P(C1=CC=CC=C1)C1=CC=CC=C1 (triphenylphosphine). Solvent: C(Cl)Cl (methylene chloride), C(Cl)Cl (methylene chloride). Conditions: time 5 minute. The product is BrCCC=1C=CC=2C(=NON2)C1 (5-(2-bromoethyl)benzofurazan). Isolated yield 86.6%. RXN SMILES: O[CH2:2][CH2:3][C:4]1[CH:5]=[CH:6][C:7]2[C:8]([CH:12]=1)=[N:9][O:10][N:11]=2.C(Br)(Br)(Br)[Br:14].C1(P(C2C=CC=CC=2)C2C=CC=CC=2)C=CC=CC=1>C(Cl)Cl>[Br:14][CH2:2][CH2:3][C:4]1[CH:5]=[CH:6][C:7]2[C:8]([CH:12]=1)=[N:9][O:10][N:11]=2. Reported procedure: A solution of 5-(2-hydroxyethyl) benzofurazan (1.0 g, 6.1 mmol) and carbon tetrabromide (2.6 g, 7.9 mmol) in methylene chloride (10 ml) was cooled to 0° C. A solution of triphenylphosphine (1.9 g, 7.3 mmol) in methylene chloride (10 ml) was added dropwise and the reaction was stirred for 5 minutes. Solvent evaporation and flash chromatography (silica gel, ethyl acetate-hexane, 5/95) gave 5-(2-bromoethyl)benzofurazan (1.2 g, 86%); 1H NMR (CDCl3) δ3.32(t,2H), 3.69(t,2H), 7.32(d,1H), 7.69(s,1H), 7.... Reactants: C1(CC\C=C/CCC1)O ((Z)-cyclooct-4-enol), C1(=CCCCCCC1)O (cyclooctenol), C(C1=CC=CC=C1)(=O)OC (methyl benzoate), solvent. Run in quartz. Reaction conditions: time 30 minute. The product is C1(CC\C=C\CCC1)O ((E)-cyclooct-4-enol), trans-cyclooctenol. Isolated yield 40.0%. Reaction SMILES: [CH:1]1([OH:9])[CH2:8][CH2:7][CH2:6][CH:5]=[CH:4][CH2:3][CH2:2]1.C1(O)CCCCCCC=1.C(OC)(=O)C1C=CC=CC=1>>[CH:1]1([OH:9])[CH2:8][CH2:7][CH2:6][CH:5]=[CH:4][CH2:3][CH2:2]1. Procedure details: (E)-cyclooct-4-enol was synthesized from (Z)-cyclooct-4-enol using a modification of a previously reported protocol (Royzen, M. et al. J. Am. Chem. Soc. 2008, 130, 3760-3761). Briefly, 1 gram of cyclooctenol (2) and 1.1 g methyl benzoate sensitizer was added to 250 mL solvent (9:1 Ether:Hexanes) in a 500 mL quartz reaction vessel (Southern New England Ultraviolet Company). No attempt to degas the solution was made. The vessel was irradiated with 254 nm light in a Rayonet RPR-100 UV reactor (Sout... The reactants are O1C=NC=2C1=CC=CC2O (benzooxazol-4-ol), C(C)OC(C#CC)=O (ethyl-2-butynoate), C([O-])([O-])=O.[K+].[K+] (potassium carbonate). Reagents/catalysts: CN(C1=CC=NC=C1)C (4-dimethylaminopyridine). The solvent is O1CCCC1 (tetrahydrofuran). Run at temperature 80 celsius. Yields the product C(C)OC(\C=C(/C)\OC1=CC=CC2=C1N=CO2)=O ((E)-3-(benzooxazol-4-yloxy)-but-2-enoic acid ethyl ester). Yield: 100.1%. RXN SMILES: [O:1]1[C:5]2=[CH:6][CH:7]=[CH:8][C:9]([OH:10])=[C:4]2[N:3]=[CH:2]1.[CH2:11]([O:13][C:14](=[O:18])[C:15]#[C:16][CH3:17])[CH3:12].C(=O)([O-])[O-].[K+].[K+]>CN(C)C1C=CN=CC=1.O1CCCC1>[CH2:11]([O:13][C:14](=[O:18])/[CH:15]=[C:16](/[O:10][C:9]1[C:4]2[N:3]=[CH:2][O:1][C:5]=2[CH:6]=[CH:7][CH:8]=1)\[CH3:17])[CH3:12] |f:2.3.4|. Procedure: A stirred mixture of benzooxazol-4-ol (0.388 g, 2.87 mmol), ethyl-2-butynoate (1.93 g, 17.2 mmol) a catalytic amount of 4-dimethylaminopyridine and potassium carbonate (0.595 g, 4.30 mmol) in tetrahydrofuran (20 mL) was placed in a sealed tube and heated at 80° C. for 2 h. The reaction mixture was filtered and the filtrate was collected and concentrated in vacuo. The resulting residue was purified by ISCO column chromatography (Silicycle 40 g, 2% to 15% ethyl acetate/hexanes) which afforded (E)-... The reactants are CC(C)(C)OC(=O)OC(C)(C)C, C1CCOC1, Cc1c(N)cccc1O. Product: Cc1c(O)cccc1NC(=O)OC(C)(C)C. RXN SMILES: [C:10]([CH3:11])([CH3:12])([CH3:13])[O:14][C:15]([O:16][C:18]([CH3:19])([CH3:20])[CH3:21])=[O:17].[CH2:22]1[O:23][CH2:24][CH2:25][CH2:26]1.[NH2:1][c:2]1[c:3]([CH3:9])[c:4]([OH:8])[cH:5][cH:6][cH:7]1>>[NH:1]([c:2]1[c:3]([CH3:9])[c:4]([OH:8])[cH:5][cH:6][cH:7]1)[C:15]([O:14][C:10]([CH3:11])([CH3:12])[CH3:13])=[O:16].